describe an organic reaction: reactants, conditions, products, and yield From a dataset of the Open Reaction Database (ORD), a public repository of structured organic reaction records. Starting materials: N1C(=O)C(=O)C2=CC=CC=C12 (isatin), NC=1C=C2C=NNC2=CC1 (5-aminoindazole). Yield: 62.9%. The product is N1N=CC2=CC(=CC=C12)N=C1C(NC2=CC=CC=C12)=O (3-(1H-indazol-5-ylimino)indolin-2-one). As a reaction SMILES: [NH:1]1[C:11]2[C:6](=[CH:7][CH:8]=[CH:9][CH:10]=2)[C:4](=O)[C:2]1=[O:3].[NH2:12][C:13]1[CH:14]=[C:15]2[C:19](=[CH:20][CH:21]=1)[NH:18][N:17]=[CH:16]2>CC(O)=O>[NH:18]1[C:19]2[C:15](=[CH:14][C:13]([N:12]=[C:4]3[C:6]4[C:11](=[CH:10][CH:9]=[CH:8][CH:7]=4)[NH:1][C:2]3=[O:3])=[CH:21][CH:20]=2)[CH:16]=[N:17]1. Procedure details: The title compound (165 mg, 63%) was synthesized as a yellow solid according to the method described for Example A74 using isatin (147 mg, 1 mmol), 5-aminoindazole (133 mg, 1 mmol) and 2 drops of HOAc. 1H NMR indicated a 5:1 mixture of E/Z isomers. 1H NMR (400 MHz, DMSO-d6) δ 13.17 (s, 1H, NH), 11.00 (s, 1H, NH), 8.07 (s, 1H), 7.64 (d, J=8.8 Hz, 1H), 7.35 (s, 1H), 7.31 (t, J=7.6 Hz, 1H), 7.07 (dd, J=9.2 Hz, 1.6 Hz, 1H), 6.88 (d, J=8.0 Hz, 1H), 6.67 (t, J=8.0 Hz, 1H), 6.45 (d, J=7.6 Hz, 1H); MS E... The reagents and catalysts are CC(=O)O (HOAc). The solvent is CN(C)C=O (DMF), CN(C)C=O (DMF). Reported procedure: NBS (0.62 g, 3.5 mmol) dissolved in DMF (5 mL) was added to a solution of 8-fluoro-3,4-dihydro-1H-quinolin-2-one (0.52 g, 3.2 mmol) in DMF (5 mL) dropwise at 0° C. The resulting reaction mixture was stirred at room temperature for 12 hr before it was treated with water. The precipitated solid was collected through filtration, washed with ether, and dried over vacuum to afford title compound (0.65 g, 85% yield) as a white solid. MS: 244.1 (M+H)+. Starting materials: FC=1C=CC=C2CCC(NC12)=O (8-fluoro-3,4-dihydro-1H-quinolin-2-one), C1CC(=O)N(C1=O)Br (NBS), O (water). RXN SMILES: C1C(=O)N([Br:8])C(=O)C1.[F:9][C:10]1[CH:11]=[CH:12][CH:13]=[C:14]2[C:19]=1[NH:18][C:17](=[O:20])[CH2:16][CH2:15]2.O>CN(C=O)C>[Br:8][C:12]1[CH:13]=[C:14]2[C:19](=[C:10]([F:9])[CH:11]=1)[NH:18][C:17](=[O:20])[CH2:16][CH2:15]2. Isolated yield 83.2%. Yields the product BrC=1C=C2CCC(NC2=C(C1)F)=O (6-Bromo-8-fluoro-3,4-dihydro-1H-quinolin-2-one). Conditions: time 12 hour.